From a dataset of the Open Reaction Database (ORD), a public repository of structured organic reaction records. describe an organic reaction: reactants, conditions, products, and yield The reactants are CC1=C(C=CC(=C1)OCC1=CC=CC=C1)N1CCC=2C(=NC=3C(=CC=CC3C21)OCC(F)(F)F)Cl (1-(2-Methyl-4-benzyloxyphenyl)-4-chloro-6-β,β,β-trifluoroethoxy-2,3-dihydropyrrolo[3,2-c]quinoline). The solvent is C(O)CN (ethanolamine), O (water). Reaction conditions: temperature 180 celsius. The product is CC1=C(C=CC(=C1)OCC1=CC=CC=C1)N1CCC=2C(=NC=3C(=CC=CC3C21)OCC(F)(F)F)NCCO (1-(2-methyl-4-benzyloxyphenyl)-4-[(2-hydroxyethyl)amino]-6-β,β,β-trifluoroethoxy-2,3-dihydropyrrolo[3,2-c]quinoline). Isolated yield 165.5%. Reaction SMILES: [CH3:1][C:2]1[CH:7]=[C:6]([O:8][CH2:9][C:10]2[CH:15]=[CH:14][CH:13]=[CH:12][CH:11]=2)[CH:5]=[CH:4][C:3]=1[N:16]1[C:28]2[C:27]3[CH:26]=[CH:25][CH:24]=[C:23]([O:29][CH2:30][C:31]([F:34])([F:33])[F:32])[C:22]=3[N:21]=[C:20](Cl)[C:19]=2[CH2:18][CH2:17]1>C(CN)O.O>[CH3:1][C:2]1[CH:7]=[C:6]([O:8][CH2:9][C:10]2[CH:15]=[CH:14][CH:13]=[CH:12][CH:11]=2)[CH:5]=[CH:4][C:3]=1[N:16]1[C:28]2[C:27]3[CH:26]=[CH:25][CH:24]=[C:23]([O:29][CH2:30][C:31]([F:34])([F:33])[F:32])[C:22]=3[N:21]=[C:20]([NH:21][CH2:22][CH2:23][OH:29])[C:19]=2[CH2:18][CH2:17]1. Procedure: 1-(2-Methyl-4-benzyloxyphenyl)-4-chloro-6-β,β,β-trifluoroethoxy-2,3-dihydropyrrolo[3,2-c]quinoline(749 mg, 1.5 mmol) was dissolved in ethanolamine(10 ml), and the resultant was refluxed at 180° C. for 15 hours. The reaction mixture was dissolved in water, extracted with dichloromethane, and the organic layer was washed with water for 3 times. The organic layer was dried over anhydrous magnesium sulfate, filtered, and concentrated under reduced pressure. The residue was purified by silica gel col... Reactants: [K] (potassium), [O-]CCCC (butoxide), CSC=1N(C(C(N1)C1=CC=CC=C1)=O)NC1=CC=CC=C1 (2-methylthio-4-phenyl-1-phenylamino-2-imidazolin-5-one), CSC=1N(C(C(N1)C1=CC=CC=C1)=O)NC1=CC=CC=C1 (2-methylthio-4-phenyl-1-phenylamino-2-imidazolin-5-one), C(C)I (ethyl iodide). Solvent: O1CCCC1 (tetrahydrofuran), C(C)(=O)OCC (ethyl acetate). Yields the product C(C)C1(N=C(N(C1=O)NC1=CC=CC=C1)SC)C1=CC=CC=C1 (4-ethyl-2-methylthio-4-phenyl-1-phenylamino-2-imidazolin-5-one). As a reaction SMILES: [K].[O-][CH2:3][CH2:4]CC.[CH3:7][S:8][C:9]1[N:10]([NH:21][C:22]2[CH:27]=[CH:26][CH:25]=[CH:24][CH:23]=2)[C:11](=[O:20])[CH:12]([C:14]2[CH:19]=[CH:18][CH:17]=[CH:16][CH:15]=2)[N:13]=1.C(I)C>O1CCCC1.C(OCC)(=O)C>[CH2:3]([C:12]1([C:14]2[CH:15]=[CH:16][CH:17]=[CH:18][CH:19]=2)[C:11](=[O:20])[N:10]([NH:21][C:22]2[CH:27]=[CH:26][CH:25]=[CH:24][CH:23]=2)[C:9]([S:8][CH3:7])=[N:13]1)[CH3:4] |^1:0|. Procedure details: 0.55 g of potassium ten-butoxide is added to a solution of 1.5 g (5.05 mmol of 2-methylthio-4-phenyl-1-phenylamino-2-imidazolin-5-one (Compound 5) in 50 ml of anhydrous tetrahydrofuran. The mixture is left to react for 30 minutes at more temperature and then 0.8 g (5.05 mmol) of ethyl iodide is added. The mixture is left to react for 1 hour at room temperature. The mixture is diluted with 150 ml of ethyl acetate. The solution is washed with water and then concentrated under reduced pressure. The...